describe an organic reaction: reactants, conditions, products, and yield From a dataset of the Open Reaction Database (ORD), a public repository of structured organic reaction records. Starting materials: NC1=NC(=NS1)/C(/C(=O)N[C@H]1[C@@H]2N(C(=C(CS2)C[N+]2=CC(=C3N2CCCN3)CNC=O)C(=O)[O-])C1=O)=N/OC(C)(C)C(=O)O (7β-[(Z)-2-(5-amino-1,2,4-thiadiazol-3-yl)-2-(1-carboxy-1-methylethoxyimino)acetamido]-3-[3-(formamidomethyl)-4,5,6,7-tetrahydro-1-pyrazolo[1,5-a]pyrimidinio]methyl-3-cephem-4-carboxylate). The solvent is Cl (hydrochloric acid). Product: NC1=NC(=NS1)/C(/C(=O)N[C@H]1[C@@H]2N(C(=C(CS2)C[N+]2=CC(=C3N2CCCN3)CN)C(=O)[O-])C1=O)=N/OC(C)(C)C(=O)O (7β-[(Z)-2-(5-amino-1,2,4-thiadiazol-3-yl)-2-(1-carboxy-1-methylethoxyimino)acetamido]-3-(3-aminomethyl-4,5,6,7-tetrahydro-1-pyrazolo[1,5-a]pyrimidinio)methyl-3-cephem-4-carboxylate). Isolated yield 38.6%. RXN SMILES: [NH2:1][C:2]1[S:6][N:5]=[C:4](/[C:7](=[N:37]/[O:38][C:39]([C:42]([OH:44])=[O:43])([CH3:41])[CH3:40])/[C:8]([NH:10][C@@H:11]2[C:35](=[O:36])[N:13]3[C:14]([C:32]([O-:34])=[O:33])=[C:15]([CH2:18][N+:19]4[N:23]5[CH2:24][CH2:25][CH2:26][NH:27][C:22]5=[C:21]([CH2:28][NH:29]C=O)[CH:20]=4)[CH2:16][S:17][C@H:12]23)=[O:9])[N:3]=1>Cl>[NH2:1][C:2]1[S:6][N:5]=[C:4](/[C:7](=[N:37]/[O:38][C:39]([C:42]([OH:44])=[O:43])([CH3:40])[CH3:41])/[C:8]([NH:10][C@@H:11]2[C:35](=[O:36])[N:13]3[C:14]([C:32]([O-:34])=[O:33])=[C:15]([CH2:18][N+:19]4[N:23]5[CH2:24][CH2:25][CH2:26][NH:27][C:22]5=[C:21]([CH2:28][NH2:29])[CH:20]=4)[CH2:16][S:17][C@H:12]23)=[O:9])[N:3]=1. Procedure: A solution of 7β-[(Z)-2-(5-amino-1,2,4-thiadiazol-3-yl)-2-(1-carboxy-1-methylethoxyimino)acetamido]-3-[3-(formamidomethyl)-4,5,6,7-tetrahydro-1-pyrazolo[1,5-a]pyrimidinio]methyl-3-cephem-4-carboxylate (130 mg) in 10% aqueous hydrochloric acid (4.36 ml) was stirred at room temperature for 6 hours. The reaction mixture was purified by preparative HPLC utilizing ODS column. The eluate containing a desired product was concentrated to about 30 ml in vacuo. The concentrate was adjusted to about pH 3 w... Reactants: ClC1=C(C(=CC=C1)Cl)NC(=S)N (1-(2,6-dichlorophenyl)thiourea). Run in ClC1=CC=CC=C1 (chlorobenzene). Yields the product ClC1=C(C(=CC=C1)Cl)N=C=S (2,6-dichlorophenylisothiocyanate). Reaction SMILES: [Cl:1][C:2]1[CH:7]=[CH:6][CH:5]=[C:4]([Cl:8])[C:3]=1[NH:9][C:10](N)=[S:11]>ClC1C=CC=CC=1>[Cl:1][C:2]1[CH:7]=[CH:6][CH:5]=[C:4]([Cl:8])[C:3]=1[N:9]=[C:10]=[S:11]. Procedure details: A solution of 156.9 g. of 1-(2,6-dichlorophenyl)thiourea in 1 l. of chlorobenzene was refluxed for 20 hours and concentrated. The resulting oil was triturated with 1 l. of hot hexane which was filtered. On cooling overnight, 52 g. (36%) of 2,6-dichlorophenylisothiocyanate, m.p. 41°-42° separated. Concentration of the filtrate gave an additional 64.2 g. (44%), m.p. 41°-43° in two crops. Recrystallization of a sample from hexane gave the analytical sample, m.p. 41°-42°. Reactants: N1=CC(=CC=C1)CNC1C2=C(OCC3=C1C=CC=C3)C=CC(=C2)C(=O)OCC (Ethyl 11-[(3-pyridyl)methyl]amino-6,11-dihydrodibenz[b,e]oxepin-2-carboxylate), CO (methanol), [OH-].[Na+] (sodium hydroxide). Solvent: O (water). Product: N1=CC(=CC=C1)CNC1C2=C(OCC3=C1C=CC=C3)C=CC(=C2)C(=O)O (11-[(3-Pyridyl)methyl]amino-6,11-dihydrodibenz[b,e]oxepin-2-carboxylic acid). As a reaction SMILES: [N:1]1[CH:6]=[CH:5][CH:4]=[C:3]([CH2:7][NH:8][CH:9]2[C:15]3[CH:16]=[CH:17][CH:18]=[CH:19][C:14]=3[CH2:13][O:12][C:11]3[CH:20]=[CH:21][C:22]([C:24]([O:26]CC)=[O:25])=[CH:23][C:10]2=3)[CH:2]=1.CO.[OH-].[Na+]>O>[N:1]1[CH:6]=[CH:5][CH:4]=[C:3]([CH2:7][NH:8][CH:9]2[C:15]3[CH:16]=[CH:17][CH:18]=[CH:19][C:14]=3[CH2:13][O:12][C:11]3[CH:20]=[CH:21][C:22]([C:24]([OH:26])=[O:25])=[CH:23][C:10]2=3)[CH:2]=1 |f:2.3|. Procedure: Compound 9a, 3.9 g, obtained in Example 1 was heated to reflux for an hour in a solvent mixture of 200 ml of methanol, 50 ml of water and 10 ml of 10N sodium hydroxide aqueous solution. The solvent was distilled off under reduced pressure and 4N hydrochloric acid aqueous solution was added to the residue to adjust pH to 7. After concentrating under reduced pressure, the residue was subjected to high porous polymer (HP-10; manufactured by Mitsubishi Chemical Industry Co., Ltd.) column chromatogra... Reactants: COC(C(C1=CC=C(C=C1)SCCOC1CCCCCCC1)=O)=O (4-[[2-(cyclooctyloxy)ethyl]thio]-alpha-oxobenzeneacetic acid methyl ester), [OH-].[Na+] (sodium hydroxide). Run in CO (methanol), O1CCCC1 (tetrahydrofuran), O (water). The product is C1(CCCCCCC1)OCCSC1=CC=C(C=C1)C(C(=O)O)=O (4-[[2-(cyclooctyloxy)ethyl]thio]-alpha-oxobenzeneacetic acid). The yield is 93.3%. As a reaction SMILES: C[O:2][C:3](=[O:24])[C:4](=[O:23])[C:5]1[CH:10]=[CH:9][C:8]([S:11][CH2:12][CH2:13][O:14][CH:15]2[CH2:22][CH2:21][CH2:20][CH2:19][CH2:18][CH2:17][CH2:16]2)=[CH:7][CH:6]=1.[OH-].[Na+]>CO.O1CCCC1.O>[CH:15]1([O:14][CH2:13][CH2:12][S:11][C:8]2[CH:7]=[CH:6][C:5]([C:4](=[O:23])[C:3]([OH:24])=[O:2])=[CH:10][CH:9]=2)[CH2:22][CH2:21][CH2:20][CH2:19][CH2:18][CH2:17][CH2:16]1 |f:1.2|. Reported procedure: A solution of 4-[[2-(cyclooctyloxy)ethyl]thio]-alpha-oxobenzeneacetic acid methyl ester (0.96 g) in warm methanol (10 mL) and tetrahydrofuran (10 mL) was treated with 1N sodium hydroxide (3.5 mL) and after 10 minutes the mixture was diluted with water and concentrated to remove the organic solvents. The residue was acidified with excess hydrochloric acid and extracted with dichloromethane containing a little tetrahydrofuran. The organic layer was washed with water, dried (Na2SO4), filtered and e... Starting materials: C(CCCS)S (1,4-butanedithiol), [H-].[Na+] (sodium hydride), ClC1=C(C(=NC=C1)CO)C (4-chloro-2-hydroxymethyl-3-methylpyridine). Solvent: ice water, C(C)(=O)O (acetic acid), CN(C)C=O (DMF), CN(C)C=O (DMF). Reaction conditions: time 30 minute. Yields the product OCC1=NC=CC(=C1C)SCCCCS (2-Hydroxymethyl-4-(4-mercaptobutylthio)-3-methylpyridine). As a reaction SMILES: [H-].[Na+].[CH2:3]([SH:8])[CH2:4][CH2:5][CH2:6][SH:7].Cl[C:10]1[CH:15]=[CH:14][N:13]=[C:12]([CH2:16][OH:17])[C:11]=1[CH3:18]>CN(C=O)C.C(O)(=O)C>[OH:17][CH2:16][C:12]1[C:11]([CH3:18])=[C:10]([S:7][CH2:6][CH2:5][CH2:4][CH2:3][SH:8])[CH:15]=[CH:14][N:13]=1 |f:0.1|. Reported procedure: 4.2 g (145 mmol) of sodium hydride (80% in paraffin) are initially introduced in 100 ml of DMF with ice-cooling. 35.5 g (290 mmol) of 1,4-butanedithiol are slowly added dropwise. After the evolution of gas has ended, 15.3 g (97 mmol) of 4-chloro-2-hydroxymethyl-3-methylpyridine in 20 ml of DMF are added drop-wise. After about 30 minutes, the mixture is allowed to come to RT and is stirred at this temperature for 12 h. It is diluted with 800 ml of ice-water and neutralized with acetic acid. The m... Starting materials: O=C1CCC(=O)N1Br, O=C(OOC(=O)c1ccccc1)c1ccccc1, ClC(Cl)(Cl)Cl, Cc1cc(C#N)cc(C)c1Cl. Product: Cc1cc(C#N)cc(CBr)c1Cl. As a reaction SMILES: [Br:12][N:13]1[C:14](=[O:15])[CH2:16][CH2:17][C:18]1=[O:19].[C:20]([O:21][O:22][C:23](=[O:24])[c:25]1[cH:26][cH:27][cH:28][cH:29][cH:30]1)(=[O:31])[c:32]1[cH:33][cH:34][cH:35][cH:36][cH:37]1.[C:38]([Cl:39])([Cl:40])([Cl:41])[Cl:42].[Cl:1][c:2]1[c:3]([CH3:11])[cH:4][c:5]([C:6]#[N:7])[cH:8][c:9]1[CH3:10]>>[Cl:1][c:2]1[c:3]([CH3:11])[cH:4][c:5]([C:6]#[N:7])[cH:8][c:9]1[CH2:10][Br:12]. The reactants are C(C1=CC=CC=C1)=O (benzaldehyde), [OH-].[Na+] (sodium hydroxide), C(C)O (ethanol), C(C1=CC=CC=C1)=O (benzaldehyde), CC(=O)C (acetone), resultant mixture, CC(=O)C (acetone). Conditions: time 15 minute. Yields the product C(C1=CC=CC=C1)=CC(=O)C=CC1=CC=CC=C1 (dibenzalacetone). As a reaction SMILES: [OH-].[Na+].[CH2:3]([OH:5])[CH3:4].[CH:6](=O)[C:7]1[CH:12]=[CH:11][CH:10]=[CH:9][CH:8]=1.[CH3:14][C:15]([CH3:17])=O>>[CH:6](=[CH:4][C:3]([CH:14]=[CH:15][C:17]1[CH:11]=[CH:12][CH:7]=[CH:8][CH:9]=1)=[O:5])[C:7]1[CH:12]=[CH:11][CH:10]=[CH:9][CH:8]=1 |f:0.1|. Procedure: To an aqueous solution of sodium hydroxide (200 grams (g) in one liter of water) was added ethanol (1.6 liters; purity greater than 95%) and the resultant mixture was stirred well. Another mixture having acetone (29 g) and benzaldehyde (106 g) was added to this solution under stirring. A yellow colored precipitate was observed. The stirring was continued for about 15 minutes (min). Subsequently additional acetone (29 g) and benzaldehyde (106 g) were added and the mixture was stirred for another ...